Dataset: the Open Reaction Database (ORD), a public repository of structured organic reaction records. Task: describe an organic reaction: reactants, conditions, products, and yield Reactants: BrC(C(=O)O)CCCC(=O)OC (2-bromo-5-carbomethoxypentanoic acid), COC(CCS)=O (methyl-3-mercaptopropionate). The product is C(=O)(OC)CCCC(C(=O)O)SCCC(=O)OC (5-carbomethoxy-2-[(2-carbomethoxyethyl)thio]-pentanoic acid). Reaction SMILES: Br[CH:2]([CH2:6][CH2:7][CH2:8][C:9]([O:11][CH3:12])=[O:10])[C:3]([OH:5])=[O:4].[CH3:13][O:14][C:15](=[O:19])[CH2:16][CH2:17][SH:18]>>[C:9]([CH2:8][CH2:7][CH2:6][CH:2]([S:18][CH2:17][CH2:16][C:15]([O:14][CH3:13])=[O:19])[C:3]([OH:5])=[O:4])([O:11][CH3:12])=[O:10]. Reported procedure: 5-Carbomethoxypentanoic acid (12), wherein alk is methyl, was reacted with thionyl chloride and then N-bromosuccinimide (NBS) followed by base hydrolysis to give 2-bromo-5-carbomethoxypentanoic acid (13). Compound (13) was reacted with methyl-3-mercaptopropionate (m=1, R1 '=H and R2 '=OCH3) to yield 5-carbomethoxy-2-[(2-carbomethoxyethyl)thio]-pentanoic acid (14). Compound (14) reacted first with diborane and then with dimethylsulfoxide and trifluoroacetic anhydride to afford 5-carbomethoxy-2-[(... Starting materials: ClCCl, CC(C)(C)OC(=O)N1CCCC1CN1C(=O)C2(COc3cc4c(cc32)CCO4)c2ccccc21, CC(C)(C)OC(=O)N1CCC(CN2C(=O)C3(COc4cc5c(cc43)CCO5)c3ccccc32)CC1, C1CCOC1. Yields the product O=C1N(CC2CCCN2)c2ccccc2C12COc1cc3c(cc12)CCO3. As a reaction SMILES: [Cl:75][CH2:76][Cl:77].[O:1]=[C:2]1[N:3]([CH2:22][CH:23]2[N:24]([C:28]([O:29][C:30]([CH3:31])([CH3:32])[CH3:33])=[O:34])[CH2:25][CH2:26][CH2:27]2)[c:4]2[cH:5][cH:6][cH:7][cH:8][c:9]2[C:10]12[c:11]1[c:12]([cH:15][c:16]3[c:20]([cH:21]1)[CH2:19][CH2:18][O:17]3)[O:13][CH2:14]2.[O:35]=[C:36]1[C:37]2([CH2:38][O:39][c:40]3[cH:41][c:42]4[c:43]([cH:44][c:45]32)[CH2:46][CH2:47][O:48]4)[c:49]2[c:50]([cH:51][cH:52][cH:53][cH:54]2)[N:55]1[CH2:56][CH:57]1[CH2:58][CH2:59][N:60]([C:61]([O:62][C:63]([CH3:64])([CH3:65])[CH3:66])=[O:67])[CH2:68][CH2:69]1.[O:70]1[CH2:71][CH2:72][CH2:73][CH2:74]1>>[O:1]=[C:2]1[N:3]([CH2:22][CH:23]2[NH:24][CH2:25][CH2:26][CH2:27]2)[c:4]2[cH:5][cH:6][cH:7][cH:8][c:9]2[C:10]12[c:11]1[c:12]([cH:15][c:16]3[c:20]([cH:21]1)[CH2:19][CH2:18][O:17]3)[O:13][CH2:14]2.